Dataset: the Open Reaction Database (ORD), a public repository of structured organic reaction records. Task: describe an organic reaction: reactants, conditions, products, and yield Reactants: CC(C=C)(C)C1C2=C(C=CC(=C2C=2C=CC(=CC12)CO)F)OC ([9-(1,1-Dimethyl-allyl)-5-fluoro-8-methoxy-9H-fluoren-2-yl]-methanol), S(=O)(Cl)Cl (thionyl chloride). Reaction conditions: time 1 hour. Run in C(Cl)Cl (DCM). Procedure: To a solution of 21.8 (40 mg, 128 μmol) in DCM (0.8 mL), was added thionyl chloride (30 mg, 256 μmol). The resulting mixture was stirred at room temperature for 1 hour. Solvent was removed in vacuo to give a residue which was used without purification (40 mg, 94%). Reaction SMILES: [CH3:1][C:2]([CH:6]1[C:18]2[CH:17]=[C:16]([CH2:19]O)[CH:15]=[CH:14][C:13]=2[C:12]2[C:7]1=[C:8]([O:22][CH3:23])[CH:9]=[CH:10][C:11]=2[F:21])([CH3:5])[CH:3]=[CH2:4].S(Cl)([Cl:26])=O>C(Cl)Cl>[Cl:26][CH2:19][C:16]1[CH:17]=[C:18]2[C:13]([C:12]3[C:11]([F:21])=[CH:10][CH:9]=[C:8]([O:22][CH3:23])[C:7]=3[CH:6]2[C:2]([CH3:5])([CH3:1])[CH:3]=[CH2:4])=[CH:14][CH:15]=1. Product: ClCC1=CC=C2C=3C(=CC=C(C3C(C2=C1)C(C=C)(C)C)OC)F (7-Chloromethyl-9-(1,1-dimethyl-allyl)-4-fluoro-1-methoxy-9H-fluorene). The reactants are Cc1cc(-c2cccc(C(=O)CC(=O)Nc3cc(Cl)c(C(F)(F)F)cc3NC(=O)OC(C)(C)C)c2)ccn1, ClCCl, O=C(O)C(F)(F)F. The product is Cc1cc(-c2cccc(C3=Nc4cc(C(F)(F)F)c(Cl)cc4NC(=O)C3)c2)ccn1. As a reaction SMILES: [C:1]([O:2][C:3](=[O:4])[NH:7][c:8]1[c:9]([NH:19][C:20]([CH2:21][C:22](=[O:5])[c:24]2[cH:25][c:26](-[c:30]3[cH:31][c:32]([CH3:36])[n:33][cH:34][cH:35]3)[cH:27][cH:28][cH:29]2)=[O:37])[cH:10][c:11]([Cl:18])[c:12]([C:14]([F:15])([F:16])[F:17])[cH:13]1)([CH3:6])([CH3:23])[CH3:38].[Cl:46][CH2:47][Cl:48].[F:39][C:40]([F:41])([F:42])[C:43]([OH:44])=[O:45]>>[N:7]1=[C:22]([c:24]2[cH:25][c:26](-[c:30]3[cH:31][c:32]([CH3:36])[n:33][cH:34][cH:35]3)[cH:27][cH:28][cH:29]2)[CH2:21][C:20](=[O:37])[NH:19][c:9]2[c:8]1[cH:13][c:12]([C:14]([F:15])([F:16])[F:17])[c:11]([Cl:18])[cH:10]2. Run in O1CCCCC1 (tetrahydropyran). Product: COC=1C=C2CCN(C(C2=CC1OC)CCC1=CC=CC=C1)CCO (2-(6,7-Dimethoxy-1-phenethyl-3,4-dihydro-1H-isoquinolin-2-yl)-ethanol). The reactants are COC=1C=C2CCNC(C2=CC1OC)CCC1=CC=CC=C1 (6,7-dimethoxy-1-phenethyl-1,2,3,4-tetrahydro-isoquinoline), BrCCO (2-bromoethanol), CCN(C(C)C)C(C)C (DIPEA). Run at temperature 90 celsius. As a reaction SMILES: [CH3:1][O:2][C:3]1[CH:4]=[C:5]2[C:10](=[CH:11][C:12]=1[O:13][CH3:14])[CH:9]([CH2:15][CH2:16][C:17]1[CH:22]=[CH:21][CH:20]=[CH:19][CH:18]=1)[NH:8][CH2:7][CH2:6]2.Br[CH2:24][CH2:25][OH:26].CCN(C(C)C)C(C)C>O1CCCCC1>[CH3:1][O:2][C:3]1[CH:4]=[C:5]2[C:10](=[CH:11][C:12]=1[O:13][CH3:14])[CH:9]([CH2:15][CH2:16][C:17]1[CH:22]=[CH:21][CH:20]=[CH:19][CH:18]=1)[N:8]([CH2:24][CH2:25][OH:26])[CH2:7][CH2:6]2. Reported procedure: A solution of 6,7-dimethoxy-1-phenethyl-1,2,3,4-tetrahydro-isoquinoline (example A21, 59.5 mg, 0.2 mmol) and 2-bromoethanol (28.3 μL, 0.4 mmol) in tetrahydropyran (3 mL) is treated with DIPEA (68 μL, 0.4 mmol), and the reaction mixture is heated at 90° C. in a sealed flask for 5 days. The reaction is mixture evaporated to dryness, and the residue is purified by preparative HPLC, to provide the title compound. The reactants are Cc1noc(N)c1Br, C1CCOC1, Cc1sc2ccccc2c1S(=O)(=O)Cl, CCOC(C)=O, [H-], [Na+], O. The product is Cc1noc(NS(=O)(=O)c2c(C)sc3ccccc23)c1Br. Reaction SMILES: [Br:3][c:4]1[c:5]([CH3:10])[n:6][o:7][c:8]1[NH2:9].[CH2:11]1[O:12][CH2:13][CH2:14][CH2:15]1.[CH3:16][c:17]1[c:18]([S:26](=[O:27])(=[O:28])[Cl:29])[c:19]2[c:20]([s:21]1)[cH:22][cH:23][cH:24][cH:25]2.[CH3:30][CH2:31][O:32][C:33](=[O:34])[CH3:35].[H-:2].[Na+:1].[OH2:36]>>[Br:3][c:4]1[c:5]([CH3:10])[n:6][o:7][c:8]1[NH:9][S:26]([c:18]1[c:17]([CH3:16])[s:21][c:20]2[c:19]1[cH:25][cH:24][cH:23][cH:22]2)(=[O:27])=[O:28]. Reported procedure: Piperidine-1,4-dicarboxylic acid mono-tert-butyl ester was reacted with [1-(4-aminophenyl)pyrrolidin-3-yl]dimethylamine by method E, and the product was then treated by method G. This resulted in the product with the molecular weight of 316.45 (C18H28N4O); MS (ESI): 317 (M+H+). Product: CN(C1CN(CC1)C1=CC=C(C=C1)NC(=O)C1CCNCC1)C (Piperidine-4-carboxylic acid [4-(3-dimethylaminopyrrolidin-1-yl)phenyl]amide). The reactants are C(C)(C)(C)OC(=O)N1CCC(CC1)C(=O)O (Piperidine-1,4-dicarboxylic acid mono-tert-butyl ester), NC1=CC=C(C=C1)N1CC(CC1)N(C)C ([1-(4-aminophenyl)pyrrolidin-3-yl]dimethylamine). As a reaction SMILES: C(OC([N:8]1[CH2:13][CH2:12][CH:11]([C:14]([OH:16])=O)[CH2:10][CH2:9]1)=O)(C)(C)C.[NH2:17][C:18]1[CH:23]=[CH:22][C:21]([N:24]2[CH2:28][CH2:27][CH:26]([N:29]([CH3:31])[CH3:30])[CH2:25]2)=[CH:20][CH:19]=1>>[CH3:30][N:29]([CH3:31])[CH:26]1[CH2:27][CH2:28][N:24]([C:21]2[CH:22]=[CH:23][C:18]([NH:17][C:14]([CH:11]3[CH2:10][CH2:9][NH:8][CH2:13][CH2:12]3)=[O:16])=[CH:19][CH:20]=2)[CH2:25]1. The reactants are ice water, ClCC1=CC=C(C=C1)CN1CCN(CC1)C1=CC=C(C=C1)F (4-((4-chloromethylphenyl)methyl)-1-(4-fluorophenyl)piperazine), [C-]#N.[Na+] (sodium cyanide), [I-].[Na+] (sodium iodide). Run in CN(C=O)C (dimethylformamide). Yields the product FC1=CC=C(C=C1)N1CCN(CC1)CC1=CC=C(C=C1)CC#N (2-(4-(4-(4-Fluorophenyl)piperazin-1-ylmethyl)phenyl)acetonitrile). Isolated yield 67.0%. RXN SMILES: Cl[CH2:2][C:3]1[CH:8]=[CH:7][C:6]([CH2:9][N:10]2[CH2:15][CH2:14][N:13]([C:16]3[CH:21]=[CH:20][C:19]([F:22])=[CH:18][CH:17]=3)[CH2:12][CH2:11]2)=[CH:5][CH:4]=1.[C-:23]#[N:24].[Na+].[I-].[Na+]>CN(C)C=O>[F:22][C:19]1[CH:20]=[CH:21][C:16]([N:13]2[CH2:14][CH2:15][N:10]([CH2:9][C:6]3[CH:7]=[CH:8][C:3]([CH2:2][C:23]#[N:24])=[CH:4][CH:5]=3)[CH2:11][CH2:12]2)=[CH:17][CH:18]=1 |f:1.2,3.4|. Reported procedure: A solution of 4-((4-chloromethylphenyl)methyl)-1-(4-fluorophenyl)piperazine (10.0 g), sodium cyanide (1.72 g) and a catalytic amount of sodium iodide in dimethylformamide (50 ml) was stirred at 70° C. for 3 hr, and poured into ice water (200 ml) and extracted with ethyl acetate (300 ml×2). The ethyl acetate layer was washed with saturated brine and dried over anhydrous sodium sulfate. The obtained residue was purified by silica gel column chromatography (developing solvent; ethyl acetate:hexane=... The reactants are COC(CC#N)=O (methylcyanoacetate), C(C)OC(OCC)(OCC)OCC (tetraethylorthocarbonate), C(C)(=O)OC(C)=O (acetic anhydride). Reaction conditions: temperature 130 celsius. Yields the product COC(C(=C(OCC)OCC)C#N)=O (2-Cyano-3,3-diethoxy-acrylic acid methyl ester). As a reaction SMILES: [CH3:1][O:2][C:3](=[O:7])[CH2:4][C:5]#[N:6].[CH2:8]([O:10][C:11](OCC)(OCC)[O:12][CH2:13][CH3:14])[CH3:9].C(OC(=O)C)(=O)C>>[CH3:1][O:2][C:3](=[O:7])[C:4]([C:5]#[N:6])=[C:11]([O:12][CH2:13][CH3:14])[O:10][CH2:8][CH3:9]. Procedure: A reaction mixture consisting of methylcyanoacetate (5.0 ml, 57 mmol) and tetraethylorthocarbonate (17.99 ml, 86 mmol) in acetic anhydride (8.11 ml, 86 mmol) was heated at 130° C. for 5 hours, and then heated at 110° C. for 18 hours. The cooled reaction residue was extracted twice with 125 ml portions of hexane. A hexane-insoluble orange oil containing approximately 40% by weight of the desired compound (as established by NMR inspection) remained. This crude product was used in the next step wit... The reactants are [Si](C)(C)(C(C)(C)C)O[C@@H]1C=C2C=C[C@@H]([C@@H]([C@H]2[C@H](C1)OC(C(CC)OC1=C(C=CC=C1)C#N)=O)CC[C@@H]1C[C@H](CC(O1)=O)O[Si](C)(C)C(C)(C)C)C ((4R,6R)-6-([1S,2S,6S,8S,8aR]-2-{1,2.6,7,8,8a-Hexahydro-6-t-butyldimethylsilyloxy-8-[(2RS)-2-(2-cyanophenoxy)butyryloxy]-2-methyl-1-naphthyl}ethyl)tetrahydro-4-t-butyldimethylsilyloxy-2H -pyran -2-one), solution, [F-].C(CCC)[N+](CCCC)(CCCC)CCCC (tetrabutylammonium fluoride). Run in O1CCCC1 (tetrahydrofuran). The product is O[C@@H]1C=C2C=C[C@@H]([C@@H]([C@H]2[C@H](C1)OC(C(CC)OC1=C(C=CC=C1)C#N)=O)CC[C@@H]1C[C@H](CC(O1)=O)O)C ((4R,6R)-6-([1S,2S,6S,8S,8aR]-2-{1,2,6,7,8,8a-Hexahydro-6-hydroxy-8-[(2RS)-2-(2-cyanophenoxy)butyryloxy]-2-methyl-1-naphthyl}ethyl)tetrahydro-4-hydroxy-2H-pyran-2-one). Yield: 53.6%. As a reaction SMILES: [Si]([O:8][C@H:9]1[CH2:18][C@H:17]([O:19][C:20](=[O:33])[CH:21]([O:24][C:25]2[CH:30]=[CH:29][CH:28]=[CH:27][C:26]=2[C:31]#[N:32])[CH2:22][CH3:23])[C@H:16]2[C:11]([CH:12]=[CH:13][C@H:14]([CH3:51])[C@@H:15]2[CH2:34][CH2:35][C@H:36]2[O:41][C:40](=[O:42])[CH2:39][C@H:38]([O:43][Si](C(C)(C)C)(C)C)[CH2:37]2)=[CH:10]1)(C(C)(C)C)(C)C.[F-].C([N+](CCCC)(CCCC)CCCC)CCC>O1CCCC1>[OH:8][C@H:9]1[CH2:18][C@H:17]([O:19][C:20](=[O:33])[CH:21]([O:24][C:25]2[CH:30]=[CH:29][CH:28]=[CH:27][C:26]=2[C:31]#[N:32])[CH2:22][CH3:23])[C@H:16]2[C:11]([CH:12]=[CH:13][C@H:14]([CH3:51])[C@@H:15]2[CH2:34][CH2:35][C@H:36]2[O:41][C:40](=[O:42])[CH2:39][C@H:38]([OH:43])[CH2:37]2)=[CH:10]1 |f:1.2|. Procedure: A procedure similar to that described in Example 2, above, was followed, but using 1.08 g of (4R,6R)-6-([1S,2S,6S,8S,8aR]-2-{1,2,6,7,8,8a-hexahydro-6-t-butyldimethylsilyloxy-8-[(2RS)-2-(2-cyanophenoxy)butyryloxy]-2-methyl-1-naphthyl}ethyl)tetrahydro-4-t-butyldimethylsilyloxy-2H-pyran-2-one [prepared as described in Example 94, above] and 29.4 ml of a 1.0 molar solution of tetrabutylammonium fluoride in tetrahydrofuran, to give 0.40 g of the title compound as white crystals, melting at between 95...